From a dataset of the Open Reaction Database (ORD), a public repository of structured organic reaction records. describe an organic reaction: reactants, conditions, products, and yield Starting materials: C[C@@H]1CC(=O)[C@]2([C@@H](O1)O[C@@H]3[C@H]([C@@H]([C@@H]([C@@H]([C@H]3O2)NC)O)NC)O)O (spectinomycin), C1=NC(=O)NC(=C1F)N (5-FC), C[C@@H]1CC(=O)[C@]2([C@@H](O1)O[C@@H]3[C@H]([C@@H]([C@@H]([C@@H]([C@H]3O2)NC)O)NC)O)O (spectinomycin), C1=NC(=O)NC(=C1F)N (5-FC). Run at time 72 hour. The product is C1=C(C(=O)NC(=O)N1)F (5-FU). As a reaction SMILES: C[C@H]1O[C@H]2O[C@H]3[C@H](O[C@@]2(O)C(=[O:5])C1)[C@@H](NC)[C@@H](O)[C@@H](NC)[C@@H]3O.[CH:24]1[C:30]([F:31])=[C:29](N)[NH:28][C:26](=[O:27])[N:25]=1>>[CH:29]1[NH:28][C:26](=[O:27])[NH:25][C:24](=[O:5])[C:30]=1[F:31]. Procedure details: Bifidobacterium longum/pAV001-HU-eCD obtained in Reference Example 1 was inoculated into 5 mL of MRS medium containing the antibiotic spectinomycin and 50 μg/mL of 5-FC, followed by anaerobic culture at 37° C. for 72 hours. Then, 1 mL of the culture medium was similarly inoculated into 9 mL of MRS medium containing the antibiotic spectinomycin and 50 μg/mL of 5-FC, and cultured for 24 hours under the same culture conditions. This inoculation step was repeated three rounds to produce the 5-FU-res... Starting materials: CO, CCOC(=O)Cc1csc(NC(=O)NC)n1, [K+], [OH-], O. Product: CNC(=O)Nc1nc(CC(=O)O)cs1. As a reaction SMILES: [CH3:19][OH:20].[CH3:1][NH:2][C:3]([NH:4][c:5]1[s:6][cH:7][c:8]([CH2:10][C:11](=[O:12])[O:13][CH2:14][CH3:15])[n:9]1)=[O:16].[K+:18].[OH-:17].[OH2:21]>>[CH3:1][NH:2][C:3]([NH:4][c:5]1[s:6][cH:7][c:8]([CH2:10][C:11](=[O:12])[OH:13])[n:9]1)=[O:16].